describe an organic reaction: reactants, conditions, products, and yield From a dataset of the Open Reaction Database (ORD), a public repository of structured organic reaction records. The reactants are C(CCCCC(=O)O)(=O)O (adipic acid), Rapamycin 42-ester, C(CCCCC(=O)O)(=O)O (adipic acid), C[C@@H]1CC[C@H]2C[C@@H](/C(=C/C=C/C=C/[C@H](C[C@H](C(=O)[C@@H]([C@@H](/C(=C/[C@H](C(=O)C[C@H](OC(=O)[C@@H]3CCCCN3C(=O)C(=O)[C@@]1(O2)O)[C@H](C)C[C@@H]4CC[C@H]([C@@H](C4)OC)O)C)/C)O)OC)C)C)/C)OC (rapamycin), CN(C)C1=NC=CC=C1 (dimethylaminopyridine), C1(CCCCC1)N=C=NC1CCCCC1 (dicyclohexylcarbodiimide). The solvent is CN(C=O)C (dimethylformamide), C(Cl)Cl (methylene chloride). Conditions: time 2 hour. Yields the product C1(CCCCC(=O)O1)=O (Adipic anhydride), white powder. RXN SMILES: [C:1]([OH:10])(=[O:9])[CH2:2][CH2:3][CH2:4][CH2:5][C:6]([OH:8])=O.C1(N=C=NC2CCCCC2)CCCCC1.C[C@H]1[C@@]2(O)O[C@H](C[C@H](OC)C(C)=CC=CC=C[C@@H](C)C[C@@H](C)C([C@H](OC)[C@H](O)C(C)=C[C@@H](C)C(C[C@@H]([C@@H](C[C@H]3C[C@@H](OC)[C@H](O)CC3)C)OC([C@H]3N(C(C2=O)=O)CCCC3)=O)=O)=O)CC1.CN(C1C=CC=CN=1)C>CN(C)C=O.C(Cl)Cl>[C:6]1(=[O:8])[O:10][C:1](=[O:9])[CH2:2][CH2:3][CH2:4][CH2:5]1. Procedure details: Rapamycin 42-ester with adipic acid was prepared by a variation of the method of Example 2. Adipic anhydride was prepared by combining 146 mg adipic acid in 1.0 mL dimethylformamide with 200 μL dicyclohexylcarbodiimide and incubating at room temperature 2h. 300 μL of the supernatant of this reaction was added to 90 mg rapamycin and 45 mg dimethylaminopyridine dissolved in 200 μL methylene chloride. After 5 min the mixture was centrifuged to sediment precipitated material. The supernatant was par... Starting materials: BrC1=C(C=C(C=C1)F)F (1-bromo-2,4-difluorobenzene), (±)-BINAP, CNCCNC (N,N′-dimethyl-ethylenediamine), O([Na])C(C)(C)C (NaO-t-Bu). Reagents/catalysts: C=1C=CC(=CC1)/C=C/C(=O)/C=C/C2=CC=CC=C2.C=1C=CC(=CC1)/C=C/C(=O)/C=C/C2=CC=CC=C2.[Pd] (Pd(dba)2). Run in C1(=CC=CC=C1)C (toluene). The product is FC1=C(C=CC(=C1)F)N(CCNC)C (N-(2,4-difluoro-phenyl)-N,N′-dimethylethylenediamine). As a reaction SMILES: Br[C:2]1[CH:7]=[CH:6][C:5]([F:8])=[CH:4][C:3]=1[F:9].[CH3:10][NH:11][CH2:12][CH2:13][NH:14][CH3:15].O(C(C)(C)C)[Na]>C1(C)C=CC=CC=1.C1C=CC(/C=C/C(/C=C/C2C=CC=CC=2)=O)=CC=1.C1C=CC(/C=C/C(/C=C/C2C=CC=CC=2)=O)=CC=1.[Pd]>[F:9][C:3]1[CH:4]=[C:5]([F:8])[CH:6]=[CH:7][C:2]=1[N:11]([CH3:10])[CH2:12][CH2:13][NH:14][CH3:15] |f:4.5.6|. Procedure: Combine 1-bromo-2,4-difluorobenzene (1.00 g, 5.18 mmol), N,N′-dimethyl-ethylenediamine (2.74 g, 31.1 mmol), NaO-t-Bu (0.70 g, 7.2 mmol), Pd(dba)2 (0.060 g, 0.10 mmol) and (±)-BINAP (0.19 g, 0.31 mmol) in toluene (10 ml). Heat at 110° for 18 h, allow to cool, and extract with 1N HCl. Basify the aqueous solution with NaOH and extract with CH2Cl2. Dry, concentrate, and purify by PLC to give N-(2,4-difluoro-phenyl)-N,N′-dimethylethylenediamine. RXN SMILES: [C:1]([C:3]1[C:8]([Cl:9])=[CH:7][CH:6]=[CH:5][C:4]=1[OH:10])#[N:2].[N+:11]([O-])([O-:13])=[O:12].[Na+].S(=O)(=O)(O)O.N([O-])=O.[Na+]>C(Cl)Cl>[N+:11]([C:5]1[CH:6]=[CH:7][C:8]([Cl:9])=[C:3]([C:1]#[N:2])[C:4]=1[OH:10])([O-:13])=[O:12] |f:1.2,4.5|. Run in C(Cl)Cl (methylene chloride), C(Cl)Cl (methylene chloride). Isolated yield 28.9%. Conditions: time 24 hour. Reported procedure: 2-cyano-3-chlorophenol(2.8 g, 18.3 mmol) was dissolved in methylene chloride(40 ml) followed by the addition of sodium nitrate (1.70 g, 20.1 mmol). The addition of sulfuric acid (15 ml/ 3M) is then made, followed by addition of a catalytic amount of sodium nitrite. The mixture is allowed to stir. After 24 hrs, the reaction mixture is diluted with methylene chloride and extracted with water. The organic layer is dried over MgSO4 and filtered. The solvent was evaporated and chromatography of the r... Product: [N+](=O)([O-])C1=C(C(=C(C=C1)Cl)C#N)O (2-nitro-5-chloro-6cyanophenol). The reactants are [N+](=O)([O-])[O-].[Na+] (sodium nitrate), N(=O)[O-].[Na+] (sodium nitrite), C(#N)C1=C(C=CC=C1Cl)O (2-cyano-3-chlorophenol), S(O)(O)(=O)=O (sulfuric acid). Starting materials: O=C([O-])[O-], CC(=O)[O-], CC(=O)[O-], COC(=O)c1cc(Cl)nc(S(=O)(=O)C(C)C)c1, Cc1ccccc1, CCC(C)N, [Cs+], [Cs+], [Pd+2], c1ccc(P(c2ccccc2)c2ccc3ccccc3c2-c2c(P(c3ccccc3)c3ccccc3)ccc3ccccc23)cc1. Yields the product CCC(C)Nc1cc(C(=O)OC)cc(S(=O)(=O)C(C)C)n1. As a reaction SMILES: [C:64](=[O:65])([O-:66])[O-:67].[C:75]([O-:76])(=[O:77])[CH3:78].[C:80]([O-:81])(=[O:82])[CH3:83].[CH3:1][O:2][C:3]([c:4]1[cH:5][c:6]([Cl:16])[n:7][c:8]([S:10](=[O:11])(=[O:12])[CH:13]([CH3:14])[CH3:15])[cH:9]1)=[O:17].[CH3:84][c:85]1[cH:86][cH:87][cH:88][cH:89][cH:90]1.[CH:70]([CH3:71])([CH2:72][CH3:73])[NH2:74].[Cs+:68].[Cs+:69].[Pd+2:79].[c:18]1([P:19]([c:20]2[cH:21][cH:22][cH:23][cH:24][cH:25]2)[c:26]2[cH:27][cH:28][c:29]3[c:30]([cH:31][cH:32][cH:33][cH:34]3)[c:35]2-[c:36]2[c:37]3[c:38]([cH:39][cH:40][cH:41][cH:42]3)[cH:43][cH:44][c:45]2[P:46]([c:47]2[cH:48][cH:49][cH:50][cH:51][cH:52]2)[c:53]2[cH:54][cH:55][cH:56][cH:57][cH:58]2)[cH:59][cH:60][cH:61][cH:62][cH:63]1>>[CH3:1][O:2][C:3]([c:4]1[cH:5][c:6]([NH:74][CH:70]([CH3:71])[CH2:72][CH3:73])[n:7][c:8]([S:10](=[O:11])(=[O:12])[CH:13]([CH3:14])[CH3:15])[cH:9]1)=[O:17]. Reactants: CC(C)(C)OC(=O)Nc1ccc2c(Sc3ccccc3[N+](=O)[O-])cn(Cc3cncnc3)c2c1, O=CO. Product: O=CNc1ccc2c(Sc3ccccc3[N+](=O)[O-])cn(Cc3cncnc3)c2c1. Reaction SMILES: [C:1]([CH3:3])([CH3:4])([O:5][C:6](=[O:2])[NH:7][c:8]1[cH:9][cH:10][c:11]2[c:12]([S:24][c:25]3[c:26]([N+:31](=[O:32])[O-:33])[cH:27][cH:28][cH:29][cH:30]3)[cH:13][n:14]([CH2:17][c:18]3[cH:19][n:20][cH:21][n:22][cH:23]3)[c:15]2[cH:16]1)[CH3:34].[CH:35]([OH:36])=[O:37]>>[O:5]=[CH:6][NH:7][c:8]1[cH:9][cH:10][c:11]2[c:12]([S:24][c:25]3[c:26]([N+:31](=[O:32])[O-:33])[cH:27][cH:28][cH:29][cH:30]3)[cH:13][n:14]([CH2:17][c:18]3[cH:19][n:20][cH:21][n:22][cH:23]3)[c:15]2[cH:16]1. The reactants are C1CCOC1, Cl, [K+], CC(C)(N)CCS(=O)(=O)Oc1ccccc1, [OH-], O. The product is CC1(C)CCS(=O)(=O)N1. RXN SMILES: [CH2:21]1[O:22][CH2:23][CH2:24][CH2:25]1.[ClH:20].[K+:18].[NH2:1][C:2]([CH2:3][CH2:4][S:5](=[O:6])(=[O:7])[O:8][c:9]1[cH:10][cH:11][cH:12][cH:13][cH:14]1)([CH3:15])[CH3:16].[OH-:17].[OH2:19]>>[NH:1]1[C:2]([CH3:15])([CH3:16])[CH2:3][CH2:4][S:5]1(=[O:6])=[O:7].